This data is from the Open Reaction Database (ORD), a public repository of structured organic reaction records. The task is: describe an organic reaction: reactants, conditions, products, and yield Starting materials: CC1(C)OB(c2cccc3c2CC(N(Cc2ccccc2)Cc2ccccc2)CO3)OC1(C)C, Cc1cnc(Cl)c(C)n1. The product is Cc1cnc(-c2cccc3c2CC(N(Cc2ccccc2)Cc2ccccc2)CO3)c(C)n1. As a reaction SMILES: [CH2:1]([c:2]1[cH:3][cH:4][cH:5][cH:6][cH:7]1)[N:8]([CH:9]1[CH2:10][O:11][c:12]2[cH:13][cH:14][cH:15][c:16]([B:19]3[O:20][C:21]([CH3:22])([CH3:23])[C:24]([CH3:25])([CH3:26])[O:27]3)[c:17]2[CH2:18]1)[CH2:28][c:29]1[cH:30][cH:31][cH:32][cH:33][cH:34]1.[Cl:35][c:36]1[n:37][cH:38][c:39]([CH3:43])[n:40][c:41]1[CH3:42]>>[CH2:1]([c:2]1[cH:3][cH:4][cH:5][cH:6][cH:7]1)[N:8]([CH:9]1[CH2:10][O:11][c:12]2[cH:13][cH:14][cH:15][c:16](-[c:36]3[n:37][cH:38][c:39]([CH3:43])[n:40][c:41]3[CH3:42])[c:17]2[CH2:18]1)[CH2:28][c:29]1[cH:30][cH:31][cH:32][cH:33][cH:34]1. Reactants: CCN=C=NCCCN(C)C, Cl, Cl, CCOC(=O)C=Cc1ccc(NC2CCCNC2)nc1, CN(C)C=O, O=C(O)C1CCCCC1, On1nnc2ccccc21. Product: CCOC(=O)C=Cc1ccc(NC2CCCN(C(=O)C3CCCCC3)C2)nc1. As a reaction SMILES: [CH3:42][CH2:43][N:44]=[C:45]=[N:46][CH2:47][CH2:48][CH2:49][N:50]([CH3:51])[CH3:52].[ClH:10].[ClH:11].[NH:12]1[CH2:13][CH:14]([NH:18][c:19]2[cH:20][cH:21][c:22]([CH:25]=[CH:26][C:27](=[O:28])[O:29][CH2:30][CH3:31])[cH:23][n:24]2)[CH2:15][CH2:16][CH2:17]1.[O:53]=[CH:54][N:55]([CH3:56])[CH3:57].[OH:1][C:2](=[O:3])[CH:4]1[CH2:5][CH2:6][CH2:7][CH2:8][CH2:9]1.[OH:32][n:33]1[c:34]2[c:35]([cH:36][cH:37][cH:38][cH:39]2)[n:40][n:41]1>>[C:2](=[O:3])([CH:4]1[CH2:5][CH2:6][CH2:7][CH2:8][CH2:9]1)[N:12]1[CH2:13][CH:14]([NH:18][c:19]2[cH:20][cH:21][c:22]([CH:25]=[CH:26][C:27](=[O:28])[O:29][CH2:30][CH3:31])[cH:23][n:24]2)[CH2:15][CH2:16][CH2:17]1. Reactants: CCOC(=O)C=C(CBr)Oc1ccccc1Cl, COC(=O)C(N)CC(C)C(F)(F)F, CC#N, CCN(C(C)C)C(C)C, Cl. Yields the product CCOC(=O)C=C(CNC(CC(C)C(F)(F)F)C(=O)OC)Oc1ccccc1Cl. RXN SMILES: [CH2:24]([CH3:25])[O:26][C:27]([CH:28]=[C:29]([CH2:30][Br:31])[O:32][c:33]1[c:34]([Cl:39])[cH:35][cH:36][cH:37][cH:38]1)=[O:40].[CH3:2][O:3][C:4]([CH:5]([CH2:6][CH:7]([C:8]([F:9])([F:10])[F:11])[CH3:12])[NH2:13])=[O:14].[CH3:41][C:42]#[N:43].[CH:15]([N:16]([CH2:17][CH3:18])[CH:19]([CH3:20])[CH3:21])([CH3:22])[CH3:23].[ClH:1]>>[CH3:2][O:3][C:4]([CH:5]([CH2:6][CH:7]([C:8]([F:9])([F:10])[F:11])[CH3:12])[NH:13][CH2:30][C:29](=[CH:28][C:27]([O:26][CH2:24][CH3:25])=[O:40])[O:32][c:33]1[c:34]([Cl:39])[cH:35][cH:36][cH:37][cH:38]1)=[O:14]. The product is ClC=1C(=CC2=C(N(C(=N2)OCC(C(=O)O)(C)C)COCC[Si](C)(C)C)C1)C#CC1=CC=CC=C1 (3-[6-Chloro-5-phenylethynyl-1-(2-trimethylsilanyl-ethoxymethyl)-1H-benzoimidazol-2-yloxy]-2,2-dimethyl-propionic acid). Procedure details: A 20 mL scintillation vial equipped with a septum cap and a magnetic stirring bar was charged under N2 with NaH (18.0 mg, 60% suspension in mineral oil, 0.45 mmol). In a separate vial, a solution of 3-hydroxy-2,2-dimethyl-propionic acid methyl ester (79.0 mg, 0.600 mmol) in THF (2.0 mL) was combined with a solution of compound 49-2 (138.0 mg, 0.300 mmol), and added dropwise to the 20 mL scintillation vial containing NaH. The resulting mixture was stirred at rt for 5 min, then cooled in a ice bat... Solvent: C1CCOC1 (THF). As a reaction SMILES: [H-].[Na+].C[O:4][C:5](=[O:11])[C:6]([CH3:10])([CH3:9])[CH2:7][OH:8].[Cl:12][C:13]1[C:14]([C:34]#[C:35][C:36]2[CH:41]=[CH:40][CH:39]=[CH:38][CH:37]=2)=[CH:15][C:16]2[N:20]=[C:19](S(C)(=O)=O)[N:18]([CH2:25][O:26][CH2:27][CH2:28][Si:29]([CH3:32])([CH3:31])[CH3:30])[C:17]=2[CH:33]=1>C1COCC1>[Cl:12][C:13]1[C:14]([C:34]#[C:35][C:36]2[CH:37]=[CH:38][CH:39]=[CH:40][CH:41]=2)=[CH:15][C:16]2[N:20]=[C:19]([O:8][CH2:7][C:6]([CH3:10])([CH3:9])[C:5]([OH:4])=[O:11])[N:18]([CH2:25][O:26][CH2:27][CH2:28][Si:29]([CH3:31])([CH3:32])[CH3:30])[C:17]=2[CH:33]=1 |f:0.1|. Reactants: [H-].[Na+] (NaH), [H-].[Na+] (NaH), COC(C(CO)(C)C)=O (3-hydroxy-2,2-dimethyl-propionic acid methyl ester), ClC=1C(=CC2=C(N(C(=N2)S(=O)(=O)C)COCC[Si](C)(C)C)C1)C#CC1=CC=CC=C1 (6-Chloro-2-methanesulfonyl-5-phenylethynyl-1-(2-trimethylsilanyl-ethoxymethyl)-1H-benzoimidazole). Reaction conditions: time 5 minute. Starting materials: C(=O)(OC(C)(C)C)N[C@@H](CO)C(=O)O (N-Boc-L-Serine), C(C)(C)N(CC)C(C)C (diisopropylethyl amine), N,N-dimethylaminopyridine, C(OCCOCCO[N+](=O)[O-])(OC1=CC=C(C=C1)[N+](=O)[O-])=O (2-[2-(nitrooxy)ethoxy]ethyl 4-nitrophenyl carbonate). The reagents and catalysts are [O-]S(=O)(=O)C(F)(F)F.[Sc+3].[O-]S(=O)(=O)C(F)(F)F.[O-]S(=O)(=O)C(F)(F)F (scandium triflate). Solvent: C(Cl)Cl (CH2Cl2), C(Cl)Cl (CH2Cl2). Run at time 24 hour. Yields the product CC(C)(OC(NC(COC(OCCOCCO[N+](=O)[O-])=O)C(=O)O)=O)C (2,2-dimethyl-15-(nitrooxy)-4,9-dioxo-3,8,10,13-tetraoxa-5-azapentadecane-6-carboxylic acid). Reaction SMILES: [C:1]([NH:8][C@H:9]([C:12]([OH:14])=[O:13])[CH2:10][OH:11])([O:3][C:4]([CH3:7])([CH3:6])[CH3:5])=[O:2].C(N(C(C)C)CC)(C)C.[C:24](=O)([O:35]C1C=CC([N+]([O-])=O)=CC=1)[O:25][CH2:26][CH2:27][O:28][CH2:29][CH2:30][O:31][N+:32]([O-:34])=[O:33]>C(Cl)Cl.[O-]S(C(F)(F)F)(=O)=O.[Sc+3].[O-]S(C(F)(F)F)(=O)=O.[O-]S(C(F)(F)F)(=O)=O>[CH3:5][C:4]([CH3:7])([O:3][C:1](=[O:2])[NH:8][CH:9]([C:12]([OH:14])=[O:13])[CH2:10][O:11][C:24](=[O:35])[O:25][CH2:26][CH2:27][O:28][CH2:29][CH2:30][O:31][N+:32]([O-:34])=[O:33])[CH3:6] |f:4.5.6.7|. Procedure: Into a solution or N-Boc-L-Serine (1.66 g, 8.12 mmol), diisopropylethyl amine (DIPEA) (1.41 ml, 8.12 mmol), N,N-dimethylaminopyridine (DMAP) (1.19 g, 9.74 mmol) and scandium triflate (1.20 g, 2.43 mmol) in CH2Cl2 (40 ml), cooled to −10° C., a solution of 2-[2-(nitrooxy)ethoxy]ethyl 4-nitrophenyl carbonate in CH2Cl2 (40 ml) was added drop-wise. The reaction was slowly warmed to room temperature and stirred for 24 h. Then the organic phase was washed with pH 3 aqueous buffer and concentrated under... Reactants: B, CC(C)(C)OC(=O)N1CC(OCc2ccccc2)CC1C(=O)O, CCOC(C)=O, C1CCOC1, CCCCCC, Cl. The product is CC(C)(C)OC(=O)N1CC(OCc2ccccc2)CC1CO. RXN SMILES: [BH3:24].[C:1]([CH3:2])([CH3:3])([CH3:4])[O:5][C:6](=[O:7])[N:8]1[CH:9]([C:21](=[O:22])[OH:23])[CH2:10][CH:11]([O:13][CH2:14][c:15]2[cH:16][cH:17][cH:18][cH:19][cH:20]2)[CH2:12]1.[C:26]([O:27][CH2:28][CH3:29])(=[O:30])[CH3:31].[CH2:38]1[O:39][CH2:40][CH2:41][CH2:42]1.[CH3:32][CH2:33][CH2:34][CH2:35][CH2:36][CH3:37].[ClH:25]>>[C:1]([CH3:2])([CH3:3])([CH3:4])[O:5][C:6](=[O:7])[N:8]1[CH:9]([CH2:21][OH:22])[CH2:10][CH:11]([O:13][CH2:14][c:15]2[cH:16][cH:17][cH:18][cH:19][cH:20]2)[CH2:12]1.